This data is from the Open Reaction Database (ORD), a public repository of structured organic reaction records. The task is: describe an organic reaction: reactants, conditions, products, and yield The reactants are BrC1=CC=C(C(=O)OCC)C=C1 (ethyl 4-bromobenzoate), C(CCCC)OC1=CC=C(C=C1)C#C ((4-n-pentyloxyphenyl)acetylene). Reagents/catalysts: C1(=CC=CC=C1)P(C1=CC=CC=C1)C1=CC=CC=C1.C1(=CC=CC=C1)P(C1=CC=CC=C1)C1=CC=CC=C1.[Pd](Cl)Cl (palladium(II) chloride bis(triphenylphosphine)), [Cu]I (copper(I) iodide), C1(=CC=CC=C1)P(C1=CC=CC=C1)C1=CC=CC=C1 (triphenylphosphine). Run in C(C)N(CC)CC (triethylamine), N1=CC=CC=C1 (pyridine). Conditions: temperature 80 celsius, time 24 hour. Yields the product C(CCCC)OC1=CC=C(C=C1)C#CC1=CC=C(C(=O)OCC)C=C1 (ethyl 4-(4-n-pentyloxyphenylethynyl)benzoate). Yield: 35.2%. Reaction SMILES: Br[C:2]1[CH:12]=[CH:11][C:5]([C:6]([O:8][CH2:9][CH3:10])=[O:7])=[CH:4][CH:3]=1.[CH2:13]([O:18][C:19]1[CH:24]=[CH:23][C:22]([C:25]#[CH:26])=[CH:21][CH:20]=1)[CH2:14][CH2:15][CH2:16][CH3:17]>C(N(CC)CC)C.N1C=CC=CC=1.[Cu]I.C1(P(C2C=CC=CC=2)C2C=CC=CC=2)C=CC=CC=1.C1(P(C2C=CC=CC=2)C2C=CC=CC=2)C=CC=CC=1.[Pd](Cl)Cl.C1(P(C2C=CC=CC=2)C2C=CC=CC=2)C=CC=CC=1>[CH2:13]([O:18][C:19]1[CH:24]=[CH:23][C:22]([C:25]#[C:26][C:2]2[CH:12]=[CH:11][C:5]([C:6]([O:8][CH2:9][CH3:10])=[O:7])=[CH:4][CH:3]=2)=[CH:21][CH:20]=1)[CH2:14][CH2:15][CH2:16][CH3:17] |f:5.6.7|. Reported procedure: To a suspension of ethyl 4-bromobenzoate (1.37 g), (4-n-pentyloxyphenyl)acetylene (565 mg), triphenylphosphine (16 mg) and copper(I) iodide (6 mg) in triethylamine (10 ml) and pyridine (4 ml) was added palladium(II) chloride bis(triphenylphosphine) (21 mg) and the reaction mixture was stirred for 24 hours at 80° C. After cooling, the precipitate was filtered off, and the filtrate was evaporated under reduced pressure. The residue was taken up to dichloromethane, and the solution was washed succe... The reactants are C(#N)CC1=C(C(=O)O)C=C(C(=C1)OC)OCCOC (2-Cyanomethyl-4-methoxy-5-(2-methoxy-ethoxy)-benzoic acid), NC1=NNC(=C1)C (3-amino-5-methylpyrazol). The solvent is C(C)(=O)O (acetic acid). Reaction conditions: temperature 130 celsius. Yields the product COC=1C=C2C=C(N=C(C2=CC1OCCOC)O)NC1=NNC(=C1)C (6-Methoxy-7-(2-methoxy-ethoxy)-3-(5-methyl-1H-pyrazol-3-ylamino)-isoquinolin-1-ol). Isolated yield 61.6%. RXN SMILES: [C:1]([CH2:3][C:4]1[CH:12]=[C:11]([O:13][CH3:14])[C:10]([O:15][CH2:16][CH2:17][O:18][CH3:19])=[CH:9][C:5]=1[C:6](O)=[O:7])#[N:2].[NH2:20][C:21]1[CH:25]=[C:24]([CH3:26])[NH:23][N:22]=1>C(O)(=O)C>[CH3:14][O:13][C:11]1[CH:12]=[C:4]2[C:5](=[CH:9][C:10]=1[O:15][CH2:16][CH2:17][O:18][CH3:19])[C:6]([OH:7])=[N:2][C:1]([NH:20][C:21]1[CH:25]=[C:24]([CH3:26])[NH:23][N:22]=1)=[CH:3]2. Procedure: A mixture of 2-Cyanomethyl-4-methoxy-5-(2-methoxy-ethoxy)-benzoic acid (1.0 g, 3.77 mmol), 3-amino-5-methylpyrazol (0.73 g, 7.54 mmol) in acetic acid (10 ml) were sealed in microwave process vial (20 ml). The mixture was heated at 130° C. for 30 minutes under microwave irradiation. After removal of acetic acid, the residue was dissolved in 2 ml MeOH. This solution was added dropwise to 100 ml water, and the solid was collected and dried to give product (0.8 g, 61.6%). LC-MS: m/e 345 (MH+). Product: CC(C(=O)N(C)C)N(CC(F)(F)F)c1ccc(C#N)c(C(F)(F)F)c1. As a reaction SMILES: [C:1](#[N:2])[c:3]1[c:4]([C:20]([F:21])([F:22])[F:23])[cH:5][c:6]([N:9]([CH:10]([CH3:11])[C:12](=[O:13])[OH:14])[CH2:15][C:16]([F:17])([F:18])[F:19])[cH:7][cH:8]1.[CH3:24][NH:25][CH3:26]>>[C:1](#[N:2])[c:3]1[c:4]([C:20]([F:21])([F:22])[F:23])[cH:5][c:6]([N:9]([CH:10]([CH3:11])[C:12](=[O:14])[N:25]([CH3:24])[CH3:26])[CH2:15][C:16]([F:17])([F:18])[F:19])[cH:7][cH:8]1. Starting materials: CC(C(=O)O)N(CC(F)(F)F)c1ccc(C#N)c(C(F)(F)F)c1, CNC. Conditions: time 1 hour. The reactants are S1C=CC2=C1C=CC(=C2)CCOCCN2CC(CC2)N (1-{2-[2-(1-benzothiophen-5-yl)ethoxy]ethyl}-3-pyrrolidinamine), C(C(=O)O)(=O)O (oxalic acid). Product: C(C(=O)O)(=O)O.C(C(=O)O)(=O)O.S1C=CC2=C1C=CC(=C2)CCOCCN2CC(CC2)N (1-{2-[2-(1-benzothiophen-5-yl)ethoxy]ethyl}-3-pyrrolidinamine dioxalate). Procedure: In 3.0 mL of ethyl acetate was dissolved 0.71 g of 1-{2-[2-(1-benzothiophen-5-yl)ethoxy]ethyl}-3-pyrrolidinamine, and to the solution was added a solution of 0.44 g of oxalic acid in 4.0 mL of ethyl acetate. The resulting mixture was stirred at room temperature for 1 hour and then at 5° C. for 1 hour. The crystals precipitated were collected by filtration, washed with ethyl acetate and then dried to obtain 1.03 g of 1-{2-[2-(1-benzothiophen-5-yl)ethoxy]ethyl}-3-pyrrolidinamine dioxalate as color... Yield: 89.6%. Solvent: C(C)(=O)OCC (ethyl acetate), C(C)(=O)OCC (ethyl acetate). Reaction SMILES: [S:1]1[C:5]2[CH:6]=[CH:7][C:8]([CH2:10][CH2:11][O:12][CH2:13][CH2:14][N:15]3[CH2:19][CH2:18][CH:17]([NH2:20])[CH2:16]3)=[CH:9][C:4]=2[CH:3]=[CH:2]1.[C:21]([OH:26])(=[O:25])[C:22]([OH:24])=[O:23]>C(OCC)(=O)C>[C:21]([OH:26])(=[O:25])[C:22]([OH:24])=[O:23].[C:21]([OH:26])(=[O:25])[C:22]([OH:24])=[O:23].[S:1]1[C:5]2[CH:6]=[CH:7][C:8]([CH2:10][CH2:11][O:12][CH2:13][CH2:14][N:15]3[CH2:19][CH2:18][CH:17]([NH2:20])[CH2:16]3)=[CH:9][C:4]=2[CH:3]=[CH:2]1 |f:3.4.5|. Reactants: ON1C(=NC2=NC=C(C=C21)Cl)C(F)(F)F (1-hydroxy-6-chloro-2-(trifluoromethyl)-1H-imidazo(4,5-b)pyridine), C(CCCCCCC)(=O)Cl (octanoyl chloride). Run in N1=CC=CC=C1 (pyridine). Product: C(CCCCCCC)(=O)ON1C(=NC2=NC=C(C=C21)Cl)C(F)(F)F (1-OCTANOYLOXY-6-CHLORO-2-(TRIFLUOROMETHYL)-1H-IMIDAZO(4,5-b)PYRIDINE). Reaction SMILES: [OH:1][N:2]1[C:10]2[C:5](=[N:6][CH:7]=[C:8]([Cl:11])[CH:9]=2)[N:4]=[C:3]1[C:12]([F:15])([F:14])[F:13].[C:16](Cl)(=[O:24])[CH2:17][CH2:18][CH2:19][CH2:20][CH2:21][CH2:22][CH3:23]>N1C=CC=CC=1>[C:16]([O:1][N:2]1[C:10]2[C:5](=[N:6][CH:7]=[C:8]([Cl:11])[CH:9]=2)[N:4]=[C:3]1[C:12]([F:15])([F:14])[F:13])(=[O:24])[CH2:17][CH2:18][CH2:19][CH2:20][CH2:21][CH2:22][CH3:23]. Procedure details: To 1-hydroxy-6-chloro-2-(trifluoromethyl)-1H-imidazo(4,5-b)pyridine (2.37 grams) in 5 milliliters of pyridine was added octanoyl chloride (1.63 grams). The addition was carried out portionwise with stirring and resulted in the precipitation of a white solid. The reaction mixture was set on a steam bath for twenty minutes, then poured over ice cold aqueous HCl. An oil separated and subsequently crystallized on vigorous stirring. This precipitate was removed by filtration, dissolved in ether, drie... Reactants: ClC1=CC(=C(C=C1)NC(=O)C1CC(=NN1C1=NC=CC=C1Cl)O)C(NC(C)C1CC1)=O (N-(4-chloro-2-(1-cyclopropylethylcarbamoyl)phenyl)-1-(3-chloropyridin-2-yl)-3-hydroxy-4,5-dihydro-1H-pyrazole-5-carboxamide), Cl (HCl), [H-].[Na+] (sodium hydride), C1(=CC=C(C=C1)S(=O)(=O)Cl)C (p-toluenesulfonyl chloride). Solvent: CN(C=O)C (N,N-dimethylformamide). Reaction conditions: temperature 0 celsius, time 1 hour. Product: CC1=CC=C(C=C1)S(=O)(=O)OC1=NN(C(C1)C(NC1=C(C=C(C=C1)Cl)C(NC(C)C1CC1)=O)=O)C1=NC=CC=C1Cl (5-(4-chloro-2-(1-cyclopropylethylcarbamoyl)phenylcarbamoyl)-1-(3-chloropyridin-2-yl)-4,5-dihydro-1H-pyrazole-3-yl 4-methylbenzenesulfonate). Yield: 91.9%. RXN SMILES: [Cl:1][C:2]1[CH:7]=[CH:6][C:5]([NH:8][C:9]([CH:11]2[N:15]([C:16]3[C:21]([Cl:22])=[CH:20][CH:19]=[CH:18][N:17]=3)[N:14]=[C:13]([OH:23])[CH2:12]2)=[O:10])=[C:4]([C:24](=[O:31])[NH:25][CH:26]([CH:28]2[CH2:30][CH2:29]2)[CH3:27])[CH:3]=1.[H-].[Na+].[C:34]1([CH3:44])[CH:39]=[CH:38][C:37]([S:40](Cl)(=[O:42])=[O:41])=[CH:36][CH:35]=1.Cl>CN(C)C=O>[CH3:44][C:34]1[CH:39]=[CH:38][C:37]([S:40]([O:23][C:13]2[CH2:12][CH:11]([C:9](=[O:10])[NH:8][C:5]3[CH:6]=[CH:7][C:2]([Cl:1])=[CH:3][C:4]=3[C:24](=[O:31])[NH:25][CH:26]([CH:28]3[CH2:29][CH2:30]3)[CH3:27])[N:15]([C:16]3[C:21]([Cl:22])=[CH:20][CH:19]=[CH:18][N:17]=3)[N:14]=2)(=[O:42])=[O:41])=[CH:36][CH:35]=1 |f:1.2|. Procedure details: A mixed liquid comprising 2.0 g of N-(4-chloro-2-(1-cyclopropylethylcarbamoyl)phenyl)-1-(3-chloropyridin-2-yl)-3-hydroxy-4,5-dihydro-1H-pyrazole-5-carboxamide and 41 ml of N,N-dimethylformamide was cooled to 0° C., and 0.2 g of sodium hydride (60% oil suspension) was added. After stirring for one hour, 1.2 g of p-toluenesulfonyl chloride was added at 0° C. After stirring for 1.5 hours, the reaction liquid was poured to 120 ml of a 1 M HCl aqueous solution, followed by extraction with ethyl aceta... The reactants are C(C1=CC=CC=C1)(=O)Cl (benzoyl chloride), O.N (ammonia water), crude product, NC=1C=NC2=CC=CC=C2C1NC (3-amino-4-methylaminoquinoline). Solvent: N1=CC=CC=C1 (pyridine), O (water). Conditions: time 1 hour. The product is CN1C(=NC=2C=NC=3C=CC=CC3C21)C2=CC=CC=C2 (1-Methyl-2-phenyl-1H-imidazo[4,5-c]quinoline). Reaction SMILES: [NH2:1][C:2]1[CH:3]=[N:4][C:5]2[C:10]([C:11]=1[NH:12][CH3:13])=[CH:9][CH:8]=[CH:7][CH:6]=2.[C:14](Cl)(=O)[C:15]1[CH:20]=[CH:19][CH:18]=[CH:17][CH:16]=1.O.N>N1C=CC=CC=1.O>[CH3:13][N:12]1[C:11]2[C:10]3[CH:9]=[CH:8][CH:7]=[CH:6][C:5]=3[N:4]=[CH:3][C:2]=2[N:1]=[C:14]1[C:15]1[CH:20]=[CH:19][CH:18]=[CH:17][CH:16]=1 |f:2.3|. Procedure details: 2.1 g (0.012 mole) of crude product of 3-amino-4-methylaminoquinoline was dissolved in 20 ml of pyridine, and 1.5 ml (0.013 mole) of benzoyl chloride was added followed by stirring at room temperature for one hour. The reaction solution was concentrated under reduced pressure, and 20 ml of phosphorus oxychloride was added to the concentrate, followed by refluxing with heating for 3 hours. The residues obtained by concentration under reduced pressure were dissolved in water and the solution was m... Starting materials: [Cr](=O)(=O)([O-])Cl.[NH+]1=CC=CC=C1 (pyridinium chlorochromate), C([O-])(O)=O.[Na+] (sodium bicarbonate), C(C)(=O)OC1C2CCC(C2CC1)CO (6-acetoxy-2-hydroxymethylbicyclo[3,3,0]octane). Solvent: ClCCl (dichloromethane). Conditions: time 150 minute. The product is C(C)(=O)OC1C2CCC(C2CC1)C=O (6-acetoxy-2-formylbicyclo[3,3,0]octane). Reaction SMILES: [C:1]([O:4][CH:5]1[CH2:12][CH2:11][CH:10]2[CH:6]1[CH2:7][CH2:8][CH:9]2[CH2:13][OH:14])(=[O:3])[CH3:2].[Cr](Cl)([O-])(=O)=O.[NH+]1C=CC=CC=1.C(=O)(O)[O-].[Na+]>ClCCl>[C:1]([O:4][CH:5]1[CH2:12][CH2:11][CH:10]2[CH:6]1[CH2:7][CH2:8][CH:9]2[CH:13]=[O:14])(=[O:3])[CH3:2] |f:1.2,3.4|. Procedure: A stirred solution of 6-acetoxy-2-hydroxymethylbicyclo[3,3,0]octane (0.10 g; prepared as described in Reference Example 20 and predominantly in the 2β-configuration) in dry dichloromethane (2.5 ml) was treated with pyridinium chlorochromate (0.22 g) and anhydrous sodium bicarbonate (0.083 g). The resulting suspension was stirred for 150 minutes at the ambient temperature and was then placed directly onto a short column of silica gel and subjected to medium pressure, short column chromatography, ...